This data is from the Open Reaction Database (ORD), a public repository of structured organic reaction records. The task is: describe an organic reaction: reactants, conditions, products, and yield The reactants are CN(C)C=O, FC(F)(F)c1cc(COC2CCC3CCC2(c2ccccc2)N3CC#CCCl)cc(C(F)(F)F)c1, [N-]=[N+]=[N-], [Na+], O. Yields the product [N-]=[N+]=NCC#CCN1C2CCC(OCc3cc(C(F)(F)F)cc(C(F)(F)F)c3)C1(c1ccccc1)CC2. RXN SMILES: [CH3:40][N:41]([CH3:42])[CH:43]=[O:44].[F:1][C:2]([c:3]1[cH:4][c:5]([CH2:13][O:14][CH:15]2[C:16]3([c:28]4[cH:29][cH:30][cH:31][cH:32][cH:33]4)[CH2:17][CH2:18][CH:19]([CH2:20][CH2:21]2)[N:22]3[CH2:23][C:24]#[C:25][CH2:26][Cl:27])[cH:6][c:7]([C:9]([F:10])([F:11])[F:12])[cH:8]1)([F:34])[F:35].[N-:37]=[N+:38]=[N-:39].[Na+:36].[OH2:45]>>[F:1][C:2]([c:3]1[cH:4][c:5]([CH2:13][O:14][CH:15]2[C:16]3([c:28]4[cH:29][cH:30][cH:31][cH:32][cH:33]4)[CH2:17][CH2:18][CH:19]([CH2:20][CH2:21]2)[N:22]3[CH2:23][C:24]#[C:25][CH2:26][N:37]=[N+:38]=[N-:39])[cH:6][c:7]([C:9]([F:10])([F:11])[F:12])[cH:8]1)([F:34])[F:35]. Starting materials: C(C)(=O)OCC (Ethyl acetate), C1(=CC=CC=C1)C1=NN=NN1C(C)(C)C (5-phenyl-1-tert-butyl-1H-tetrazole), C(CCC)[Li] (n-butyl lithium), C(C)C1=NN(C(S1)=NC(C(F)(F)F)=O)CC1=CC=C(C=C1)I (5-ethyl-3-(4-iodobenzyl)-2-trifluoroacetylimino-1,3,4-thiadiazoline), tetrakis(triphenyl-phosphine)palladium. The reagents and catalysts are [Cl-].[Zn+2].[Cl-] (Zinc chloride). Run in O1CCCC1 (tetrahydrofuran). Run at temperature -5 celsius, time 1 hour. Yields the product C(C)(C)(C)N1N=NN=C1C1=C(C=CC=C1)C1=CC=C(C=C1)CN1C(SC(=N1)CC)=NC(C(F)(F)F)=O (3-[2'-(1-tert-butyl-1H-tetrazol-5-yl)biphenyl-4-yl]methyl-5-ethyl-2-trifluoroacetylimino-1,3,4-thiadiazoline). Yield: 59.2%. Reaction SMILES: [C:1]1([C:7]2[N:11]([C:12]([CH3:15])([CH3:14])[CH3:13])[N:10]=[N:9][N:8]=2)[CH:6]=[CH:5][CH:4]=[CH:3][CH:2]=1.C([Li])CCC.[CH2:21]([C:23]1[S:27][C:26](=[N:28][C:29](=[O:34])[C:30]([F:33])([F:32])[F:31])[N:25]([CH2:35][C:36]2[CH:41]=[CH:40][C:39](I)=[CH:38][CH:37]=2)[N:24]=1)[CH3:22].C(OCC)(=O)C>O1CCCC1.[Cl-].[Zn+2].[Cl-]>[C:12]([N:11]1[C:7]([C:1]2[CH:2]=[CH:3][CH:4]=[CH:5][C:6]=2[C:39]2[CH:40]=[CH:41][C:36]([CH2:35][N:25]3[N:24]=[C:23]([CH2:21][CH3:22])[S:27][C:26]3=[N:28][C:29](=[O:34])[C:30]([F:31])([F:33])[F:32])=[CH:37][CH:38]=2)=[N:8][N:9]=[N:10]1)([CH3:15])([CH3:14])[CH3:13] |f:5.6.7|. Procedure: To a solution of 5-phenyl-1-tert-butyl-1H-tetrazole (1.0 g) in tetrahydrofuran (20 ml) was added dropwise n-butyl lithium (1.6M hexane solution, 3.5 ml) keeping the temperature below -20° C., followed by stirring at -5° C. for one hour. Zinc chloride (1.0M diethyl ether solution, 6.0 ml) was added dropwise to the reaction mixture keeping the temperature below -30° C., followed by stirring at room temperature for 2 hours. To the resulting mixture were added 5-ethyl-3-(4-iodobenzyl)-2-trifluoroace... Reaction SMILES: [CH:1]1[C:14]2[C:5](=[CH:6][C:7]3[C:12]([C:13]=2[CH2:15]O)=[CH:11][CH:10]=[CH:9][CH:8]=3)[CH:4]=[CH:3][CH:2]=1.S(Cl)([Cl:19])=O>C(Cl)Cl.C1C=CC=CC=1>[Cl:19][CH2:15][C:13]1[C:14]2[C:5]([CH:6]=[C:7]3[C:12]=1[CH:11]=[CH:10][CH:9]=[CH:8]3)=[CH:4][CH:3]=[CH:2][CH:1]=2. The reactants are S(=O)(Cl)Cl (thionyl chloride), C1=CC=CC2=CC3=CC=CC=C3C(=C12)CO (9-anthracenemethanol), ice water. Isolated yield 94.1%. Conditions: time 10 hour. Reported procedure: To a suspension of 9-anthracenemethanol (50 g, 0.24 mole) in methylene chloride (50 ml), a solution of thionyl chloride (32.3 g, 0.27 mole) in benzene (300 ml) was added, and reacted with stirring for 10 hours under reflux. The reaction mixture was poured into ice-water (500 ml). An organic layer separated was washed with H2O (100 ml×3), dried over anhydrous MgSO4 and evaporated to give 51.2 g of 9-chloromethylanthracene as residual crude orange yellow oil. Run in C1=CC=CC=C1 (benzene), C(Cl)Cl (methylene chloride). Product: ClCC=1C2=CC=CC=C2C=C2C=CC=CC12 (9-chloromethylanthracene). Yields the product FC1=C(COC=2C=C3N(C(N2)=O)CCN3C)C=CC=C1F (7-((2,3-difluorobenzyl)oxy)-1-methyl-2,3-dihydroimidazo[1,2-c]pyrimidin-5(1H)-one). Reaction SMILES: Cl[C:2]1[CH:3]=[C:4]2[N:11]([CH3:12])[CH2:10][CH2:9][N:5]2[C:6](=[O:8])[N:7]=1.[F:13][C:14]1[C:19]([F:20])=[CH:18][CH:17]=[CH:16][C:15]=1[CH2:21][OH:22]>>[F:13][C:14]1[C:19]([F:20])=[CH:18][CH:17]=[CH:16][C:15]=1[CH2:21][O:22][C:2]1[CH:3]=[C:4]2[N:11]([CH3:12])[CH2:10][CH2:9][N:5]2[C:6](=[O:8])[N:7]=1. Procedure: The title compound was prepared by a procedure similar to those described for E1 starting from 7-chloro-1-methyl-2,3-dihydroimidazo[1,2-c]pyrimidin-5(1H)-one and (2,3-difluorophenyl)methanol. The reactants are E1, ClC=1C=C2N(C(N1)=O)CCN2C (7-chloro-1-methyl-2,3-dihydroimidazo[1,2-c]pyrimidin-5(1H)-one), FC1=C(C=CC=C1F)CO ((2,3-difluorophenyl)methanol). Starting materials: COCOc1cc(C=O)c(F)cc1Br, O=C([O-])[O-], CN(C)C=O, [Cs+], [Cs+], c1ccc(P(c2ccccc2)(c2ccccc2)[Pd](P(c2ccccc2)(c2ccccc2)c2ccccc2)(P(c2ccccc2)(c2ccccc2)c2ccccc2)P(c2ccccc2)(c2ccccc2)c2ccccc2)cc1, OB(O)c1ccoc1. Yields the product COCOc1cc(C=O)c(F)cc1-c1ccoc1. RXN SMILES: [Br:1][c:2]1[cH:3][c:4]([F:14])[c:5]([CH:6]=[O:7])[cH:8][c:9]1[O:10][CH2:11][O:12][CH3:13].[C:23](=[O:24])([O-:25])[O-:26].[CH3:29][N:30]([CH3:31])[CH:32]=[O:33].[Cs+:27].[Cs+:28].[cH:34]1[cH:35][cH:36][c:37]([P:38]([Pd:39]([P:40]([c:41]2[cH:42][cH:43][cH:44][cH:45][cH:46]2)([c:47]2[cH:48][cH:49][cH:50][cH:51][cH:52]2)[c:53]2[cH:54][cH:55][cH:56][cH:57][cH:58]2)([P:59]([c:60]2[cH:61][cH:62][cH:63][cH:64][cH:65]2)([c:66]2[cH:67][cH:68][cH:69][cH:70][cH:71]2)[c:72]2[cH:73][cH:74][cH:75][cH:76][cH:77]2)[P:78]([c:79]2[cH:80][cH:81][cH:82][cH:83][cH:84]2)([c:85]2[cH:86][cH:87][cH:88][cH:89][cH:90]2)[c:91]2[cH:92][cH:93][cH:94][cH:95][cH:96]2)([c:97]2[cH:98][cH:99][cH:100][cH:101][cH:102]2)[c:103]2[cH:104][cH:105][cH:106][cH:107][cH:108]2)[cH:109][cH:110]1.[o:15]1[cH:16][c:17]([B:20]([OH:21])[OH:22])[cH:18][cH:19]1>>[c:2]1(-[c:17]2[cH:16][o:15][cH:19][cH:18]2)[cH:3][c:4]([F:14])[c:5]([CH:6]=[O:7])[cH:8][c:9]1[O:10][CH2:11][O:12][CH3:13]. Starting materials: C1(CCCCC1)C=1C=2C=CC(=CC2N2C1C1=C(C=C(C2)C(=O)OC)C=C(C=C1)F)C(=O)OC(C)(C)C (10-tert-butyl 6-methyl 13-cyclohexyl-3-fluoro-7H-indolo[2,1-a][2]benzazepine-6,10-dicarboxylate), C(C)(=O)C1=C(C=CC(=C1)F)C=1NC2=CC(=CC=C2C1C1CCCCC1)C(=O)OC(C)(C)C (tert-butyl 2-(2-acetyl-4-fluorophenyl)-3-cyclohexyl-1H-indole-6-carboxylate). Product: title product, C1(CCCCC1)C=1C=2C=CC(=CC2N2C1C1=C(C(=C(C2)C(=O)OC)C)C=C(C=C1)F)C(=O)OC(C)(C)C (10-tert-butyl 6-methyl 13-cyclohexyl-3-fluoro-5-methyl-7H-indolo[2,1-a][2]benzazepine-6,10-dicarboxylate). Yield: 11.0%. RXN SMILES: [CH:1]1([C:7]2[C:8]3[CH:9]=[CH:10][C:11]([C:30]([O:32][C:33]([CH3:36])([CH3:35])[CH3:34])=[O:31])=[CH:12][C:13]=3[N:14]3[CH2:20][C:19]([C:21]([O:23][CH3:24])=[O:22])=[CH:18][C:17]4[CH:25]=[C:26]([F:29])[CH:27]=[CH:28][C:16]=4[C:15]=23)[CH2:6][CH2:5][CH2:4][CH2:3][CH2:2]1.[C:37](C1C=C(F)C=CC=1C1NC2C(C=1C1CCCCC1)=CC=C(C(OC(C)(C)C)=O)C=2)(=O)C>>[CH:1]1([C:7]2[C:8]3[CH:9]=[CH:10][C:11]([C:30]([O:32][C:33]([CH3:36])([CH3:35])[CH3:34])=[O:31])=[CH:12][C:13]=3[N:14]3[CH2:20][C:19]([C:21]([O:23][CH3:24])=[O:22])=[C:18]([CH3:37])[C:17]4[CH:25]=[C:26]([F:29])[CH:27]=[CH:28][C:16]=4[C:15]=23)[CH2:6][CH2:5][CH2:4][CH2:3][CH2:2]1. Reported procedure: The title product 10-tert-butyl 6-methyl 13-cyclohexyl-3-fluoro-5-methyl-7H-indolo[2,1-a][2]benzazepine-6,10-dicarboxylate 20a was synthesized following the procedure reported for the synthesis of 10-tert-butyl 6-methyl 13-cyclohexyl-3-fluoro-7H-indolo[2,1-a][2]benzazepine-6,10-dicarboxylate 19a, using tert-butyl 2-(2-acetyl-4-fluorophenyl)-3-cyclohexyl-1H-indole-6-carboxylate 33c instead of tert-butyl 3-cyclohexyl-2-(4-fluoro-2-formylphenyl)-1H-indole-6-carboxylate 32d, and was obtained in 11% ... Reactants: [Li]CCCC (n-BuLi), CN(C)CCN(C)C (TMEDA), ClP(C1CCCCC1)C1CCCCC1 (chlorodicyclohexylphosphane). Solvent: CCCCCC (hexane), CCCCCC (hexane). Conditions: temperature 75 celsius, time 3 hour. Yields the product C1(=CC=CC=C1)N1C(=CC2=CC=CC=C12)P(C1CCCCC1)C1CCCCC1 (N-phenyl-2-(dicyclohexyl-phosphino)indole). RXN SMILES: CN([CH2:4][CH2:5][N:6]([CH3:8])[CH3:7])C.[Li][CH2:10][CH2:11][CH2:12][CH3:13].Cl[P:15]([CH:22]1[CH2:27][CH2:26][CH2:25][CH2:24][CH2:23]1)[CH:16]1[CH2:21][CH2:20][CH2:19][CH2:18][CH2:17]1>CCCCCC>[C:5]1([N:6]2[C:8]3[C:21](=[CH:16][CH:17]=[CH:18][CH:19]=3)[CH:20]=[C:7]2[P:15]([CH:22]2[CH2:27][CH2:26][CH2:25][CH2:24][CH2:23]2)[CH:16]2[CH2:21][CH2:20][CH2:19][CH2:18][CH2:17]2)[CH:13]=[CH:12][CH:11]=[CH:10][CH:4]=1. Reported procedure: 1.6 ml (15 mmol.) of TMEDA are added to 1.93 g (10 mmol.) of 1 in 30 ml of hexane. A solution (1.6 M in hexane) of n-BuLi (6.25 ml, 10 mmol.) is added dropwise. After 3 hours, reflux (75° C.), the colour has deepened from yellow to orange. Without cooling, a solution of 2.2 ml (10 mmol.) of chlorodicyclohexylphosphane in 20 ml of hexane is added dropwise. Refluxing is carried out for a further one hour, the colour of the mixture lightening again and a white solid precipitating. After cooling, 30... The reactants are C(C)NS(=O)(=O)C1=CC=C(C=C1)C(O)C1=CC=2C(CCC(C2C=C1)(C)C)(C)C (N-ethyl 4-[(5,6,7,8-tetrahydro-5,5,8,8-tetramethyl-2-naphthyl) hydroxymethyl] phenyl sulfonamide), CC(=O)C.OS(=O)(=O)O.O=[Cr](=O)=O (Jones reagent). Solvent: CC(=O)C (acetone). Product: C(C)NS(=O)(=O)C1=CC=C(C=C1)C(=O)C1=CC=2C(CCC(C2C=C1)(C)C)(C)C (N-ethyl 4-[(5,6,7,8-tetrahydro-5,5,8,8-tetramethyl-2-naphthyl) carbonyl]phenylsulfonamide). The yield is 75.4%. RXN SMILES: [CH2:1]([NH:3][S:4]([C:7]1[CH:12]=[CH:11][C:10]([CH:13]([C:15]2[CH:24]=[CH:23][C:22]3[C:21]([CH3:26])([CH3:25])[CH2:20][CH2:19][C:18]([CH3:28])([CH3:27])[C:17]=3[CH:16]=2)[OH:14])=[CH:9][CH:8]=1)(=[O:6])=[O:5])[CH3:2].CC(C)=O.OS(O)(=O)=O.O=[Cr](=O)=O>CC(C)=O>[CH2:1]([NH:3][S:4]([C:7]1[CH:8]=[CH:9][C:10]([C:13]([C:15]2[CH:24]=[CH:23][C:22]3[C:21]([CH3:26])([CH3:25])[CH2:20][CH2:19][C:18]([CH3:27])([CH3:28])[C:17]=3[CH:16]=2)=[O:14])=[CH:11][CH:12]=1)(=[O:5])=[O:6])[CH3:2] |f:1.2.3|. Reported procedure: To a solution, stirred at ambient temperature, of 2 g of N-ethyl 4-[(5,6,7,8-tetrahydro-5,5,8,8-tetramethyl-2-naphthyl) hydroxymethyl] phenyl sulfonamide, prepared in Example III, in 100 cm3 of acetone, there is added the Jones reagent prepared in accordance with Example II. The reaction mixture is then treated under the same conditions. The carbonyl derivative is purified by passage through a silica gel chromatography column. It is eluted with a 4/1 hexane/ethyl acetate mixture and recrystalliz... Starting materials: C(=O)C=1C=C(C=CC1)C(C(=O)OC)C (Methyl 2-(3-formylphenyl)propionate), O=C1CSCC1 (3-oxothiolane). Product: O=C1C(SCC1)=CC=1C=C(C=CC1)C(C(=O)OC)C (Methyl 2-[3-(3-oxothiolan-2-ylidenemethyl)phenyl]propionate). Yield: 11.6%. Reaction SMILES: [CH:1]([C:3]1[CH:4]=[C:5]([CH:9]([CH3:14])[C:10]([O:12][CH3:13])=[O:11])[CH:6]=[CH:7][CH:8]=1)=O.[O:15]=[C:16]1[CH2:20][CH2:19][S:18][CH2:17]1>>[O:15]=[C:16]1[CH2:20][CH2:19][S:18][C:17]1=[CH:1][C:3]1[CH:4]=[C:5]([CH:9]([CH3:14])[C:10]([O:12][CH3:13])=[O:11])[CH:6]=[CH:7][CH:8]=1. Procedure details: By using methyl 2-(3-formylphenyl)propionate (720 mg) obtained in Example 66 and 3-oxothiolane (580 mg), the title compound (120 mg, 12%) was obtained in the same manner as that of Example 1.